This data is from the Open Reaction Database (ORD), a public repository of structured organic reaction records. The task is: describe an organic reaction: reactants, conditions, products, and yield Starting materials: Cl.ClC1=NC2=C(C3=NC4=CC=CC(=C4C(N31)=O)F)C=CN2S(=O)(=O)C2=CC=C(C=C2)C (5-chloro-8-fluoro-3-[(4-methylphenyl)sulfonyl]pyrrolo[2′,3′:4,5]pyrimido[6,1-b]quinazolin-7(3H)-one hydrogen chloride), CN(C)CC(=O)N1CCC2=CC=C(C=C12)N (1-[(dimethylamino)acetyl]-2,3-dihydro-1H-indol-6-amine). Solvent: O1CCCC1 (tetrahydrofuran). Product: CN(CC(=O)N1CCC2=CC=C(C=C12)NC1=NC2=C(C3=NC4=CC=CC(=C4C(N31)=O)F)C=CN2S(=O)(=O)C2=CC=C(C=C2)C)C (5-{[1-(N,N-dimethylglycyl)-2,3-dihydro-1H-indol-6-yl]amino}-8-fluoro-3-[(4-methylphenyl)sulfonyl]pyrrolo[2′,3′:4,5]pyrimido[6,1-b]quinazolin-7(3H)-one). Isolated yield 88.8%. As a reaction SMILES: Cl.Cl[C:3]1[N:16]2[C:7](=[N:8][C:9]3[C:14]([C:15]2=[O:17])=[C:13]([F:18])[CH:12]=[CH:11][CH:10]=3)[C:6]2[CH:19]=[CH:20][N:21]([S:22]([C:25]3[CH:30]=[CH:29][C:28]([CH3:31])=[CH:27][CH:26]=3)(=[O:24])=[O:23])[C:5]=2[N:4]=1.[CH3:32][N:33]([CH2:35][C:36]([N:38]1[C:46]2[C:41](=[CH:42][CH:43]=[C:44]([NH2:47])[CH:45]=2)[CH2:40][CH2:39]1)=[O:37])[CH3:34]>O1CCCC1>[CH3:32][N:33]([CH3:34])[CH2:35][C:36]([N:38]1[C:46]2[C:41](=[CH:42][CH:43]=[C:44]([NH:47][C:3]3[N:16]4[C:7](=[N:8][C:9]5[C:14]([C:15]4=[O:17])=[C:13]([F:18])[CH:12]=[CH:11][CH:10]=5)[C:6]4[CH:19]=[CH:20][N:21]([S:22]([C:25]5[CH:30]=[CH:29][C:28]([CH3:31])=[CH:27][CH:26]=5)(=[O:23])=[O:24])[C:5]=4[N:4]=3)[CH:45]=2)[CH2:40][CH2:39]1)=[O:37] |f:0.1|. Reported procedure: A suspension of 5-chloro-8-fluoro-3-[(4-methylphenyl)sulfonyl]pyrrolo[2′,3′:4,5]pyrimido[6,1-b]quinazolin-7(3H)-one hydrogen chloride (0.600 g, 1.252 mmol) and 1-[(dimethylamino)acetyl]-2,3-dihydro-1H-indol-6-amine (0.274 g, 1.252 mmol) was maintained at 70° C. in tetrahydrofuran (20 ml) in a pressure tube for 16 hours. The reaction was cooled, opened, concentrated under reduced pressure, and redissolved in methylene chloride/2,2,2-trifluoroethanol (ca 15 mL). Saturated sodium bicarbonate was ad...